Task: describe an organic reaction: reactants, conditions, products, and yield. Dataset: the Open Reaction Database (ORD), a public repository of structured organic reaction records The reactants are COC(C1=CC(=NC=C1)SC1=C(NC2=CC(=CC=C12)Cl)C)=O (2-(6-chloro-2-methyl-1H-indol-3-ylsulfanyl)-isonicotinic acid methyl ester), BrC=1C=NN(C1)C (4-bromo-1-methyl-1H-pyrazole). Product: COC(C1=CC(=NC=C1)SC1=C(N(C2=CC(=CC=C12)Cl)C=1C=NN(C1)C)C)=O (2-[6-Chloro-2-methyl-1-(1-methyl-1H-pyrazol-4-yl)-1H-indol-3-ylsulfanyl]-isonicotinic acid methyl ester). As a reaction SMILES: [CH3:1][O:2][C:3](=[O:22])[C:4]1[CH:9]=[CH:8][N:7]=[C:6]([S:10][C:11]2[C:19]3[C:14](=[CH:15][C:16]([Cl:20])=[CH:17][CH:18]=3)[NH:13][C:12]=2[CH3:21])[CH:5]=1.Br[C:24]1[CH:25]=[N:26][N:27]([CH3:29])[CH:28]=1>>[CH3:1][O:2][C:3](=[O:22])[C:4]1[CH:9]=[CH:8][N:7]=[C:6]([S:10][C:11]2[C:19]3[C:14](=[CH:15][C:16]([Cl:20])=[CH:17][CH:18]=3)[N:13]([C:24]3[CH:25]=[N:26][N:27]([CH3:29])[CH:28]=3)[C:12]=2[CH3:21])[CH:5]=1. Reported procedure: Prepared according to the procedure described in Example 3, Step 1, using the following starting materials: 2-(6-chloro-2-methyl-1H-indol-3-ylsulfanyl)-isonicotinic acid methyl ester and 4-bromo-1-methyl-1H-pyrazole. Starting materials: C(C)N(C1=C(C=C(C(=C1)OC)OC)[C@H]1CC=2C=CC(=CC2CC1)OC(C(C)(C)C)=O)C(C1=CC=C(C=C1)O)=O (pivalic acid (R)-6-{2-[ethyl(4-hydroxybenzoyl)amino]-4,5-dimethoxyphenyl}-5,6,7,8-tetrahydronaphthalen-2-yl ester), ClCC(=O)N(CC1CCOCC1)C (2-chloro-N-methyl-N-(tetrahydropyran-4-ylmethyl)acetamide). The product is C(C)N(C1=C(C=C(C(=C1)OC)OC)[C@H]1CC=2C=CC(=CC2CC1)O)CC1=CC=C(C=C1)OCCN(CC1CCOCC1)C ((R)-6-{2-{Ethyl{4-{2-[methyl(tetrahydropyran-4-ylmethyl)amino]ethoxy}benzyl}amino}-4,5-dimethoxyphenyl}-5,6,7,8-tetrahydronaphthalen-2-ol). Isolated yield 23.7%. As a reaction SMILES: [CH2:1]([N:3]([C:31](=O)[C:32]1[CH:37]=[CH:36][C:35]([OH:38])=[CH:34][CH:33]=1)[C:4]1[CH:9]=[C:8]([O:10][CH3:11])[C:7]([O:12][CH3:13])=[CH:6][C:5]=1[C@@H:14]1[CH2:23][CH2:22][C:21]2[CH:20]=[C:19]([O:24]C(=O)C(C)(C)C)[CH:18]=[CH:17][C:16]=2[CH2:15]1)[CH3:2].Cl[CH2:41][C:42]([N:44]([CH3:52])[CH2:45][CH:46]1[CH2:51][CH2:50][O:49][CH2:48][CH2:47]1)=O>>[CH2:1]([N:3]([CH2:31][C:32]1[CH:33]=[CH:34][C:35]([O:38][CH2:41][CH2:42][N:44]([CH3:52])[CH2:45][CH:46]2[CH2:51][CH2:50][O:49][CH2:48][CH2:47]2)=[CH:36][CH:37]=1)[C:4]1[CH:9]=[C:8]([O:10][CH3:11])[C:7]([O:12][CH3:13])=[CH:6][C:5]=1[C@@H:14]1[CH2:23][CH2:22][C:21]2[CH:20]=[C:19]([OH:24])[CH:18]=[CH:17][C:16]=2[CH2:15]1)[CH3:2]. Reported procedure: Synthesized from pivalic acid (R)-6-{2-[ethyl(4-hydroxybenzoyl)amino]-4,5-dimethoxyphenyl}-5,6,7,8-tetrahydronaphthalen-2-yl ester (16 mg) and 2-chloro-N-methyl-N-(tetrahydropyran-4-ylmethyl)acetamide (11 mg) according to an analogous synthetic method to Example 404 and purified by LC-MS, the title compound (4.2 mg) was obtained. Starting materials: formula 7, O1C(=CC=C1)CO (2-furanmethanol), C1CCOC1 (THF). The reagents and catalysts are C(Cl)C1CO1 (epichlorohydrin), [OH-].[Na+] (NaOH), CCCC[N+](CCCC)(CCCC)CCCC.[Br-] (TBABr). Run at time 2 hour. The product is C(C1CO1)OCC1=CC=CO1 (furfuryl glycidyl ether). Isolated yield 86.0%. Reaction SMILES: [O:1]1[CH:5]=[CH:4][CH:3]=[C:2]1[CH2:6][OH:7].[CH2:8]1[CH2:12][O:11][CH2:10]C1>C(C1OC1)Cl.[OH-].[Na+].CCCC[N+](CCCC)(CCCC)CCCC.[Br-]>[CH2:8]([O:7][CH2:6][C:2]1[O:1][CH:5]=[CH:4][CH:3]=1)[CH:12]1[O:11][CH2:10]1 |f:3.4,5.6|. Procedure details: With reference to the chemical reaction formula 7, epichlorohydrin (23.5 mL, 300 mmol), NaOH aqueous solution (22.0 g, 275 mmol) of 50% and TBABr (0.644 g, 2 mmol) as a catalyst are put into a 100 mL round-bottom flask one after another, and intensely magnetic stirred. 2-furanmethanol (9.81 g, 100 mmol) diluted in THF 30 mL is then slowly added by drops into the flask at a room temperature, and then intensely stirred for two hours at a room temperature. Afterwards the reaction liquid is moved to... Reactants: IC=1C=CC(=NC1)N1C[C@@H](CC1)O ((R)-1-(5-iodo-pyridin-2-yl)-pyrrolidin-3-ol), ClC1=CC=C(C=C1)C=1C=CC(=NC1)C#C (5-(4-chloro-phenyl)-2-ethynyl-pyridine). The product is ClC1=CC=C(C=C1)C=1C=CC(=NC1)C#CC=1C=CC(=NC1)N1C[C@@H](CC1)O ((R)-1-{5-[5-(4-chloro-phenyl)-pyridin-2-ylethynyl]-pyridin-2-yl}-pyrrolidin-3-ol). RXN SMILES: I[C:2]1[CH:3]=[CH:4][C:5]([N:8]2[CH2:12][CH2:11][C@@H:10]([OH:13])[CH2:9]2)=[N:6][CH:7]=1.[Cl:14][C:15]1[CH:20]=[CH:19][C:18]([C:21]2[CH:22]=[CH:23][C:24]([C:27]#[CH:28])=[N:25][CH:26]=2)=[CH:17][CH:16]=1>>[Cl:14][C:15]1[CH:16]=[CH:17][C:18]([C:21]2[CH:22]=[CH:23][C:24]([C:27]#[C:28][C:2]3[CH:3]=[CH:4][C:5]([N:8]4[CH2:12][CH2:11][C@@H:10]([OH:13])[CH2:9]4)=[N:6][CH:7]=3)=[N:25][CH:26]=2)=[CH:19][CH:20]=1. Procedure: Prepared according to general working method I from (R)-1-(5-iodo-pyridin-2-yl)-pyrrolidin-3-ol (1.30 g, 4.48 mmol) and 5-(4-chloro-phenyl)-2-ethynyl-pyridine (957 mg, 4.48 mmol). Starting materials: COC(=O)C=1SC(=CC1N=CN(C)C)C1=CC=C(C=C1)Cl (5-(4-Chloro-phenyl)-3-(dimethylamino-methyleneamino)-thiophene-2-carboxylic acid methyl ester), CN1CC(CCC1)(C)COC=1C=C(C=CC1)CN (1-{3-[(1,3-dimethylpiperidin-3-yl)methoxy]phenyl}methanamine). Solvent: CO (MeOH). The product is ClC1=CC=C(C=C1)C1=CC=2N=CN(C(C2S1)=O)CC1=CC(=CC=C1)OCC1(CN(CCC1)C)C (6-(4-Chlorophenyl)-3-{3-[(1,3-dimethylpiperidin-3-yl)methoxy]benzyl}thieno[3,2-d]pyrimidin-4(3H)-one). As a reaction SMILES: CO[C:3]([C:5]1[S:6][C:7]([C:15]2[CH:20]=[CH:19][C:18]([Cl:21])=[CH:17][CH:16]=2)=[CH:8][C:9]=1[N:10]=[CH:11][N:12]([CH3:14])C)=[O:4].[CH3:22][N:23]1[CH2:28][CH2:27][CH2:26][C:25]([CH2:30][O:31][C:32]2[CH:33]=[C:34](CN)[CH:35]=[CH:36][CH:37]=2)([CH3:29])[CH2:24]1>CO>[Cl:21][C:18]1[CH:17]=[CH:16][C:15]([C:7]2[S:6][C:5]3[C:3](=[O:4])[N:12]([CH2:14][C:36]4[CH:35]=[CH:34][CH:33]=[C:32]([O:31][CH2:30][C:25]5([CH3:29])[CH2:26][CH2:27][CH2:28][N:23]([CH3:22])[CH2:24]5)[CH:37]=4)[CH:11]=[N:10][C:9]=3[CH:8]=2)=[CH:20][CH:19]=1. Procedure: 5-(4-Chloro-phenyl)-3-(dimethylamino-methyleneamino)-thiophene-2-carboxylic acid methyl ester (0.16 g, 0.5 mmol), 1-{3-[(1,3-dimethylpiperidin-3-yl)methoxy]phenyl}methanamine (0.10 g, 0.4 mmol) in MeOH (2 mL) were heated by microwave at 120° C. for 20 minutes. The reaction mixture was allowed to cool to room temperature and the precipitate was filtered off and washed with MeOH to give the title compound as a solid. Yield: 0.12 g (49%). 1H NMR (400 MHz, CDCl3) δ 8.09 (s, 1H), 7.61 (d, 2H, J=8.91 ... The reactants are FC1=NC=CC=C1C1=CCC(CC1)O (4-(2-fluoropyridin-3-yl)cyclohex-3-enol), C(C)O (Ethanol). The reagents and catalysts are [Pd] (palladium on carbon), [Pd] (Pd/C). Solvent: O1CCCC1 (Tetrahydrofuran). Reaction conditions: time 3 hour. The product is FC1=NC=CC=C1C1CCC(CC1)O (4-(2-fluoropyridin-3-yl)cyclohexanol). As a reaction SMILES: [F:1][C:2]1[C:7]([C:8]2[CH2:13][CH2:12][CH:11]([OH:14])[CH2:10][CH:9]=2)=[CH:6][CH:5]=[CH:4][N:3]=1.C(O)C>[Pd].O1CCCC1>[F:1][C:2]1[C:7]([CH:8]2[CH2:9][CH2:10][CH:11]([OH:14])[CH2:12][CH2:13]2)=[CH:6][CH:5]=[CH:4][N:3]=1. Reported procedure: To a flask containing 4-(2-fluoropyridin-3-yl)cyclohex-3-enol (750 mg, 3.88 mmol) and Ethanol (31.100 ml):Tetrahydrofuran (7.78 ml) was added 10% palladium on carbon, (240 mg, 2.255 mmol) before purging the reaction of air and backfilling with hydrogen. It was stirred for 3 h at room temperature before adding an additional 30 mol % Pd/C and stirring at 40° C. for 16 h. The reaction mixture was cooled and filtered through Celite before concentrating under reduced pressure to yield 4-(2-fluoropyri... The reactants are C(C1=CC=CC=C1)OC1=CC(NC=N1)=O (6-benzyloxy-3H-pyrimidin-4-one), ClCCC1=CC=C(C=C1)CO ([4-(2-chloro-ethyl)-phenyl]-methanol), C([O-])([O-])=O.[K+].[K+] (potassium carbonate). Run in CN(C)C=O (DMF). Conditions: temperature 100 celsius, time 3 hour. The product is C(C1=CC=CC=C1)OC1=CC(N(C=N1)CCC1=CC=C(C=C1)CO)=O (6-Benzyloxy-3-[2-(4-hydroxymethyl-phenyl)-ethyl]-3H-pyrimidin-4-one). RXN SMILES: [CH2:1]([O:8][C:9]1[N:14]=[CH:13][NH:12][C:11](=[O:15])[CH:10]=1)[C:2]1[CH:7]=[CH:6][CH:5]=[CH:4][CH:3]=1.Cl[CH2:17][CH2:18][C:19]1[CH:24]=[CH:23][C:22]([CH2:25][OH:26])=[CH:21][CH:20]=1.C(=O)([O-])[O-].[K+].[K+]>CN(C=O)C>[CH2:1]([O:8][C:9]1[N:14]=[CH:13][N:12]([CH2:17][CH2:18][C:19]2[CH:24]=[CH:23][C:22]([CH2:25][OH:26])=[CH:21][CH:20]=2)[C:11](=[O:15])[CH:10]=1)[C:2]1[CH:7]=[CH:6][CH:5]=[CH:4][CH:3]=1 |f:2.3.4|. Reported procedure: To 3.00 g (14.8 mmol) 6-benzyloxy-3H-pyrimidin-4-one in 15 mL DMF is added 2.66 g (15.6 mmol) [4-(2-chloro-ethyl)-phenyl]-methanol (preparation 1b) and 5.13 g (37.1 mmol) potassium carbonate. The reaction mixture is stirred 3 h at 100° C., filtered and the solvent is evaporated. The residue is put on silica gel and is purified by chromatography (silica gel; PE/EtOAc 1:1 to 2.5:7.5) Reactants: C[S-], COC(=O)c1cc(Cl)nc(OC)c1, [Na+], CN(C)C=O. The product is COC(=O)c1cc(OC)nc(SC)c1. As a reaction SMILES: [CH3:14][S-:15].[CH3:1][O:2][C:3]([c:4]1[cH:5][c:6]([Cl:12])[n:7][c:8]([O:10][CH3:11])[cH:9]1)=[O:13].[Na+:16].[O:17]=[CH:18][N:19]([CH3:20])[CH3:21]>>[CH3:1][O:2][C:3]([c:4]1[cH:5][c:6]([S:15][CH3:14])[n:7][c:8]([O:10][CH3:11])[cH:9]1)=[O:13]. Reactants: C(C)(C)(C)OC(=O)N1C(OC[C@@H]1[C@@H]([C@H](CC1=CC(=CC(=C1)F)F)N(CC1=CC=CC=C1)CC1=CC=CC=C1)OCC1=CC=CC=C1)(C)C ((R)-4-[(1R,2S)-3-(3,5-difluorophenyl)-1-benzyloxy-2-dibenzylaminopropyl]-2,2-dimethyloxazolidine-3-carboxylic acid tert-butyl ester), [Cl-].[NH4+] (ammonium chloride), [H-].[Na+] (NaH), C(C1=CC=CC=C1)O (benzyl alcohol). Solvent: CN1C(CCC1)=O (N-methylpyrrolidinone), C(C)(=O)OCC (ethyl acetate). Run at time 45 minute. Yields the product C(C)(C)(C)OC(=O)N1C(OC[C@@H]1[C@@H]([C@H](CC1=CC(=CC(=C1)F)OCC1=CC=CC=C1)N(CC1=CC=CC=C1)CC1=CC=CC=C1)OCC1=CC=CC=C1)(C)C ((R)-4-[(1R,2S)-3-(3-benzyloxy-5-fluorophenyl)-1-benzyloxy-2-dibenzylaminopropyl]-2,2-dimethyloxazolidine-3-carboxylic acid tert-butyl ester). Yield: 94.6%. RXN SMILES: [H-].[Na+].[CH2:3]([OH:10])[C:4]1[CH:9]=[CH:8][CH:7]=[CH:6][CH:5]=1.[C:11]([O:15][C:16]([N:18]1[C@@H:22]([C@H:23]([O:49][CH2:50][C:51]2[CH:56]=[CH:55][CH:54]=[CH:53][CH:52]=2)[C@@H:24]([N:34]([CH2:42][C:43]2[CH:48]=[CH:47][CH:46]=[CH:45][CH:44]=2)[CH2:35][C:36]2[CH:41]=[CH:40][CH:39]=[CH:38][CH:37]=2)[CH2:25][C:26]2[CH:31]=[C:30](F)[CH:29]=[C:28]([F:33])[CH:27]=2)[CH2:21][O:20][C:19]1([CH3:58])[CH3:57])=[O:17])([CH3:14])([CH3:13])[CH3:12].[Cl-].[NH4+]>CN1CCCC1=O.C(OCC)(=O)C>[C:11]([O:15][C:16]([N:18]1[C@@H:22]([C@H:23]([O:49][CH2:50][C:51]2[CH:52]=[CH:53][CH:54]=[CH:55][CH:56]=2)[C@@H:24]([N:34]([CH2:42][C:43]2[CH:44]=[CH:45][CH:46]=[CH:47][CH:48]=2)[CH2:35][C:36]2[CH:37]=[CH:38][CH:39]=[CH:40][CH:41]=2)[CH2:25][C:26]2[CH:27]=[C:28]([F:33])[CH:29]=[C:30]([O:10][CH2:3][C:4]3[CH:9]=[CH:8][CH:7]=[CH:6][CH:5]=3)[CH:31]=2)[CH2:21][O:20][C:19]1([CH3:58])[CH3:57])=[O:17])([CH3:14])([CH3:12])[CH3:13] |f:0.1,4.5|. Procedure: Add NaH (12.5 g, 60% mineral oil suspension, 312.5 mmol) in portions to a solution of benzyl alcohol (32 mL, 309.2 mmol) in N-methylpyrrolidinone (1 L). Stir the reaction mixture at r.t. until no gas evolution is detected. Add (R)-4-[(1R,2S)-3-(3,5-difluorophenyl)-1-benzyloxy-2-dibenzylaminopropyl]-2,2-dimethyloxazolidine-3-carboxylic acid tert-butyl ester (130 g) to the mixture and warm it up to 90° C. After 45 min, allow to cool to room temperature and add saturated aqueous ammonium chloride. ... Starting materials: [Al+3], C1CCOC1, COC(=O)CCC(COC(=O)Nc1cc2ccccc2cn1)N(C)C(=O)NCc1cccc(F)c1F, [H-], [H-], [H-], [H-], [Li+]. Yields the product CN(C(=O)NCc1cccc(F)c1F)C(CCCO)COC(=O)Nc1cc2ccccc2cn1. Reaction SMILES: [Al+3:38].[CH2:43]1[O:44][CH2:45][CH2:46][CH2:47]1.[F:1][c:2]1[c:3]([CH2:4][NH:5][C:6]([N:7]([CH3:8])[CH:9]([CH2:10][CH2:11][C:12](=[O:13])[O:14][CH3:15])[CH2:16][O:17][C:18]([NH:19][c:20]2[n:21][cH:22][c:23]3[cH:24][cH:25][cH:26][cH:27][c:28]3[cH:29]2)=[O:30])=[O:31])[cH:32][cH:33][cH:34][c:35]1[F:36].[H-:37].[H-:40].[H-:41].[H-:42].[Li+:39]>>[F:1][c:2]1[c:3]([CH2:4][NH:5][C:6]([N:7]([CH3:8])[CH:9]([CH2:10][CH2:11][CH2:12][OH:13])[CH2:16][O:17][C:18]([NH:19][c:20]2[n:21][cH:22][c:23]3[cH:24][cH:25][cH:26][cH:27][c:28]3[cH:29]2)=[O:30])=[O:31])[cH:32][cH:33][cH:34][c:35]1[F:36].